Task: describe an organic reaction: reactants, conditions, products, and yield. Dataset: the Open Reaction Database (ORD), a public repository of structured organic reaction records The reactants are CCOC(=O)CP(=O)(OCC)OCC, [H-], [Na+], CCCc1c(Cc2ccc(-c3ccccc3C#N)cc2)c(=O)n(C2CCC(=O)CC2)c2ncnn12, C1CCOC1. The product is CCCc1c(Cc2ccc(-c3ccccc3C#N)cc2)c(=O)n(C2CCC(=CC(=O)OCC)CC2)c2ncnn12. Reaction SMILES: [CH2:1]([O:2][P:3]([O:4][CH2:5][CH3:6])(=[O:7])[CH2:9][C:10](=[O:11])[O:12][CH2:13][CH3:14])[CH3:8].[H-:15].[Na+:16].[O:17]=[c:18]1[n:19]([CH:45]2[CH2:46][CH2:47][C:48](=[O:51])[CH2:49][CH2:50]2)[c:20]2[n:21]([c:22]([CH2:39][CH2:40][CH3:41])[c:23]1[CH2:24][c:25]1[cH:26][cH:27][c:28](-[c:31]3[c:32]([C:37]#[N:38])[cH:33][cH:34][cH:35][cH:36]3)[cH:29][cH:30]1)[n:42][cH:43][n:44]2.[O:52]1[CH2:53][CH2:54][CH2:55][CH2:56]1>>[CH:9]([C:10](=[O:11])[O:12][CH2:13][CH3:14])=[C:48]1[CH2:47][CH2:46][CH:45]([n:19]2[c:18](=[O:17])[c:23]([CH2:24][c:25]3[cH:26][cH:27][c:28](-[c:31]4[c:32]([C:37]#[N:38])[cH:33][cH:34][cH:35][cH:36]4)[cH:29][cH:30]3)[c:22]([CH2:39][CH2:40][CH3:41])[n:21]3[c:20]2[n:44][cH:43][n:42]3)[CH2:50][CH2:49]1. Starting materials: ClC1=NC=CC2=CC(=CC=C12)S(=O)(=O)N(C1=NC=NC=C1)CC1=CC=C(C=C1)OC (1-chloro-N-(4-methoxybenzyl)-N-(pyrimidin-4-yl)isoquinoline-6-sulfonamide), ClC=1C=CC(=C(C1)B(O)O)OC ((5-chloro-2-methoxyphenyl)boronic acid), C([O-])([O-])=O.[K+].[K+] (potassium carbonate). Run in CCOC(=O)C.CCCCCCC (EtOAc Heptane). Conditions: temperature 100 celsius. Product: ClC=1C=CC(=C(C1)C1=NC=CC2=CC(=CC=C12)S(=O)(=O)N(C1=NC=NC=C1)CC1=CC=C(C=C1)OC)OC (1-(5-chloro-2-methoxyphenyl)-N-(4-methoxybenzyl)-N-(pyrimidin-4-yl)isoquinoline-6-sulfonamide). Yield: 73.6%. Reaction SMILES: Cl[C:2]1[C:11]2[C:6](=[CH:7][C:8]([S:12]([N:15]([CH2:22][C:23]3[CH:28]=[CH:27][C:26]([O:29][CH3:30])=[CH:25][CH:24]=3)[C:16]3[CH:21]=[CH:20][N:19]=[CH:18][N:17]=3)(=[O:14])=[O:13])=[CH:9][CH:10]=2)[CH:5]=[CH:4][N:3]=1.[Cl:31][C:32]1[CH:33]=[CH:34][C:35]([O:41][CH3:42])=[C:36](B(O)O)[CH:37]=1.C(=O)([O-])[O-].[K+].[K+]>CCOC(C)=O.CCCCCCC>[Cl:31][C:32]1[CH:37]=[CH:36][C:35]([O:41][CH3:42])=[C:34]([C:2]2[C:11]3[C:6](=[CH:7][C:8]([S:12]([N:15]([CH2:22][C:23]4[CH:28]=[CH:27][C:26]([O:29][CH3:30])=[CH:25][CH:24]=4)[C:16]4[CH:21]=[CH:20][N:19]=[CH:18][N:17]=4)(=[O:13])=[O:14])=[CH:9][CH:10]=3)[CH:5]=[CH:4][N:3]=2)[CH:33]=1 |f:2.3.4,5.6|. Reported procedure: A vial was charged with 1-chloro-N-(4-methoxybenzyl)-N-(pyrimidin-4-yl)isoquinoline-6-sulfonamide (INTERMEDIATE ZZZZ; 100 mg, 0.227 mmol), (5-chloro-2-methoxyphenyl)boronic acid (63.4 mg, 0.340 mmol), potassium carbonate (94 mg, 0.680 mmol), and pd(ph3p)4 (26.2 mg, 0.023 mmol). The vial was flushed with Ar (g), then 1,4-dioxane (851 μl) and water (284 μl) were added. The vial was sealed and heated to 100° C. for 30 min in a Biotage Initiator microwave reactor. The mixture was extracted with EtOA... The reactants are [Na+], O=[N+]([O-])[O-], COc1cnc(N2CCOCC2)c(O)n1, O=P(Cl)(Cl)Cl. The product is COc1cnc(N2CCOCC2)c(Cl)n1. Reaction SMILES: [Na+:1].[O-:2][N+:3](=[O:4])[O-:5].[OH:6][c:7]1[n:8][c:9]([O:19][CH3:20])[cH:10][n:11][c:12]1[N:13]1[CH2:14][CH2:15][O:16][CH2:17][CH2:18]1.[P:21]([Cl:22])([Cl:23])([Cl:24])=[O:25]>>[c:7]1([Cl:23])[n:8][c:9]([O:19][CH3:20])[cH:10][n:11][c:12]1[N:13]1[CH2:14][CH2:15][O:16][CH2:17][CH2:18]1. The reactants are Cl.COC1=CC(=NC=C1)CCl (4-methoxy-2-chloromethylpyridine hydrochloride), FC1=CC=CC=2NC(=NC21)S (4-fluoro-2-mercapto-1H-benzimidazole). Run in CO (methanol), CO (methanol), O (water). The product is FC1=CC=CC=2NC(=NC21)SCC2=NC=CC(=C2)OC (4-fluoro-2-[[(4-methoxy-2-pyridinyl)methyl]thio)-1H-benzimidazole). As a reaction SMILES: [F:1][C:2]1[C:10]2[N:9]=[C:8]([SH:11])[NH:7][C:6]=2[CH:5]=[CH:4][CH:3]=1.Cl.[CH3:13][O:14][C:15]1[CH:20]=[CH:19][N:18]=[C:17]([CH2:21]Cl)[CH:16]=1>CO.O>[F:1][C:2]1[C:10]2[N:9]=[C:8]([S:11][CH2:21][C:17]3[CH:16]=[C:15]([O:14][CH3:13])[CH:20]=[CH:19][N:18]=3)[NH:7][C:6]=2[CH:5]=[CH:4][CH:3]=1 |f:1.2|. Procedure: To a solution of 4-fluoro-2-mercapto-1H-benzimidazole (1.15 g, 0.0068 mol) in methanol (60 ml) NAOH (0.54 g, 0.014 mol) dissolved in water (3 ml) and 4-methoxy-2-chloromethylpyridine hydrochloride (1.32 g, 0.0068 mol) dissolved in methanol (20 ml) were added in the given order. The mixture was refluxed for one hour whereupon the solution was evaporated. The residue was partitioned between methylene chloride and water. After separation the organic solution was dried over MGSO4 and evaporated givi... Starting materials: [OH-].[K+] (KOH), [C-]1(C=CC=C1)CC#N.[CH-]1C=CC=C1.[Fe+2] (ferrocenylacetonitrile), C(C)O (ethanol), [OH-].[K+] (potassium hydroxide). Solvent: O (water). Product: [C-]1(C=CC=C1)CC(=O)O.[CH-]1C=CC=C1.[Fe+2] (ferrocenylacetic acid). RXN SMILES: [C-:1]1(CC#N)[CH:5]=[CH:4][CH:3]=[CH:2]1.[CH-:9]1[CH:13]=[CH:12][CH:11]=[CH:10]1.[Fe+2:14].[OH-:15].[K+].[CH2:17]([OH:19])[CH3:18]>O>[C-:9]1([CH2:18][C:17]([OH:15])=[O:19])[CH:13]=[CH:12][CH:11]=[CH:10]1.[CH-:1]1[CH:5]=[CH:4][CH:3]=[CH:2]1.[Fe+2:14] |f:0.1.2,3.4,7.8.9|. Procedure details: 4.10 g (18.2 mmol) of ferrocenylacetonitrile are dissolved in 80 ml of ethanol. 10.08 g of KOH (180 mmol) are dissolved in 80 ml of water. The potassium hydroxide solution is poured into the first solution and the mixture is brought to reflux for 4 hours. The reaction mixture is concentrated in order to remove most of the ethanol. The product is extracted with 3 times 30 ml of ether. The aqueous phase is acidified with hydrochloric acid to a pH of 1 and is again extracted with 4 times 50 ml of e... The reactants are CC(C)CS(=O)(=O)c1nc(C(=O)O)ccc1C1CC1, CNC(=O)C(N)C(C)(C)C. The product is CNC(=O)C(NC(=O)c1ccc(C2CC2)c(S(=O)(=O)CC(C)C)n1)C(C)(C)C. Reaction SMILES: [CH:1]1([c:4]2[cH:5][cH:6][c:7]([C:17](=[O:18])[OH:19])[n:8][c:9]2[S:10](=[O:11])(=[O:12])[CH2:13][CH:14]([CH3:15])[CH3:16])[CH2:2][CH2:3]1.[NH2:20][CH:21]([C:22](=[O:23])[NH:24][CH3:25])[C:26]([CH3:27])([CH3:28])[CH3:29]>>[CH:1]1([c:4]2[cH:5][cH:6][c:7]([C:17](=[O:19])[NH:20][CH:21]([C:22](=[O:23])[NH:24][CH3:25])[C:26]([CH3:27])([CH3:28])[CH3:29])[n:8][c:9]2[S:10](=[O:11])(=[O:12])[CH2:13][CH:14]([CH3:15])[CH3:16])[CH2:2][CH2:3]1. The reagents and catalysts are C=1C=CC(=CC1)[P](C=2C=CC=CC2)(C=3C=CC=CC3)[Pd]([P](C=4C=CC=CC4)(C=5C=CC=CC5)C=6C=CC=CC6)([P](C=7C=CC=CC7)(C=8C=CC=CC8)C=9C=CC=CC9)[P](C=1C=CC=CC1)(C=1C=CC=CC1)C=1C=CC=CC1 (Pd(PPh3)4). Procedure: A stirred solution of 5-(4,4,5,5-tetramethyl-1,3,2-dioxaborolan-2-yl)-1H-pyrrolo[2,3-b]pyridine (124) (100 mg, 0.409 mmol) and 6-chloro-N-methyl-N-((tetrahydro-2H-pyran-4-yl)methyl)pyrazin-2-amine (69) (90 mg, 0.409 mmol) in toluene (8 mL) and ethanol (2 ml) was degassed and purged under nitrogen for 10 min followed by the addition of Cs2CO3 (260 mg, 0.819 mmol, 2.0 eq) and Pd(PPh3)4 (14 mg, 0.022 mmol, 0.03 eq) and the reaction mixture was degassed and purged again for 15 min. The resulting rea... Starting materials: CC1(OB(OC1(C)C)C=1C=C2C(=NC1)NC=C2)C (5-(4,4,5,5-tetramethyl-1,3,2-dioxaborolan-2-yl)-1H-pyrrolo[2,3-b]pyridine), ClC1=CN=CC(=N1)N(CC1CCOCC1)C (6-chloro-N-methyl-N-((tetrahydro-2H-pyran-4-yl)methyl)pyrazin-2-amine), C(=O)([O-])[O-].[Cs+].[Cs+] (Cs2CO3), CO.C(Cl)(Cl)Cl (MeOH CHCl3). Reaction conditions: temperature 80 celsius. The product is CN(C1=NC(=CN=C1)C=1C=C2C(=NC1)NC=C2)CC2CCOCC2 (N-methyl-6-(1H-pyrrolo[2,3-b]pyridin-5-yl)-N-((tetrahydro-2H-pyran-4-yl)methyl)pyrazin-2-amine). Solvent: C1(=CC=CC=C1)C (toluene), C(C)O (ethanol), C(Cl)(Cl)Cl (chloroform). As a reaction SMILES: CC1(C)C(C)(C)OB([C:9]2[CH:10]=[C:11]3[CH:17]=[CH:16][NH:15][C:12]3=[N:13][CH:14]=2)O1.Cl[C:20]1[N:25]=[C:24]([N:26]([CH3:34])[CH2:27][CH:28]2[CH2:33][CH2:32][O:31][CH2:30][CH2:29]2)[CH:23]=[N:22][CH:21]=1.C([O-])([O-])=O.[Cs+].[Cs+].CO.C(Cl)(Cl)Cl>C1(C)C=CC=CC=1.C(O)C.C(Cl)(Cl)Cl.C1C=CC([P]([Pd]([P](C2C=CC=CC=2)(C2C=CC=CC=2)C2C=CC=CC=2)([P](C2C=CC=CC=2)(C2C=CC=CC=2)C2C=CC=CC=2)[P](C2C=CC=CC=2)(C2C=CC=CC=2)C2C=CC=CC=2)(C2C=CC=CC=2)C2C=CC=CC=2)=CC=1>[CH3:34][N:26]([CH2:27][CH:28]1[CH2:33][CH2:32][O:31][CH2:30][CH2:29]1)[C:24]1[CH:23]=[N:22][CH:21]=[C:20]([C:9]2[CH:10]=[C:11]3[CH:17]=[CH:16][NH:15][C:12]3=[N:13][CH:14]=2)[N:25]=1 |f:2.3.4,5.6,^1:64,66,85,104|.